describe an organic reaction: reactants, conditions, products, and yield From a dataset of the Open Reaction Database (ORD), a public repository of structured organic reaction records. The reactants are BrCC(=O)C1=CC=CC=C1 (2-Bromo-1-phenylethanone), C1(=CC=CC=C1)C(C(=O)O[C@H]1CN2CCC1CC2)N2CCCCC2 ((R)-quinuclidin-3-yl 2-phenyl-2-(piperidin-1-yl)acetate). The solvent is CCOC(=O)C (EtOAc). Reaction conditions: time 3 hour. Product: [Br-].O=C(C[N+]12C[C@@H](C(CC1)CC2)OC(C(N2CCCCC2)C2=CC=CC=C2)=O)C2=CC=CC=C2 ((3R)-1-(2-oxo-2-phenylethyl)-3-(2-phenyl-2-(piperidin-1-yl)acetoxy)-1-azoniabicyclo[2.2.2]octane bromide). Yield: 79003.7%. As a reaction SMILES: [Br:1][CH2:2][C:3]([C:5]1[CH:10]=[CH:9][CH:8]=[CH:7][CH:6]=1)=[O:4].[C:11]1([CH:17]([N:29]2[CH2:34][CH2:33][CH2:32][CH2:31][CH2:30]2)[C:18]([O:20][C@@H:21]2[CH:26]3[CH2:27][CH2:28][N:23]([CH2:24][CH2:25]3)[CH2:22]2)=[O:19])[CH:16]=[CH:15][CH:14]=[CH:13][CH:12]=1>CCOC(C)=O>[Br-:1].[O:4]=[C:3]([C:5]1[CH:10]=[CH:9][CH:8]=[CH:7][CH:6]=1)[CH2:2][N+:23]12[CH2:24][CH2:25][CH:26]([CH2:27][CH2:28]1)[C@@H:21]([O:20][C:18](=[O:19])[CH:17]([C:11]1[CH:12]=[CH:13][CH:14]=[CH:15][CH:16]=1)[N:29]1[CH2:30][CH2:31][CH2:32][CH2:33][CH2:34]1)[CH2:22]2 |f:3.4|. Reported procedure: 2-Bromo-1-phenylethanone (91.0 mg, 0.46 mmol) was added to a solution of (R)-quinuclidin-3-yl 2-phenyl-2-(piperidin-1-yl)acetate (150 mg, 0.46 mmol) in EtOAc (10 ml). The mixture was stirred at room temperature for 3 hours. The precipitate was collected by suction filtration to obtain (3R)-1-(2-oxo-2-phenylethyl)-3-(2-phenyl-2-(piperidin-1-yl)acetoxy)-1-azoniabicyclo[2.2.2]octane bromide (191.7 g, 80% yield) as a white solid. Starting materials: CN(C1=CC=C(C(=O)[O-])C=C1)C (4-dimethylaminobenzoate), NC1=CC2=C(N=C(N2)NC2=CC(=CC=C2)OC)C=C1 (5-amino-2-(3-methoxyphenylamino)benzimidazole). Product: CN(C1=CC=C(C(=O)NC2=CC3=C(NC(=N3)NC3=CC(=CC=C3)OC)C=C2)C=C1)C (4-Dimethylamino-N-(2-(3-methoxyphenylamino)-1H-benzimidazol-5-yl)benzamide). Reaction SMILES: [CH3:1][N:2]([CH3:12])[C:3]1[CH:11]=[CH:10][C:6]([C:7]([O-:9])=O)=[CH:5][CH:4]=1.[NH2:13][C:14]1[CH:31]=[CH:30][C:17]2[N:18]=[C:19]([NH:21][C:22]3[CH:27]=[CH:26][CH:25]=[C:24]([O:28][CH3:29])[CH:23]=3)[NH:20][C:16]=2[CH:15]=1>>[CH3:12][N:2]([CH3:1])[C:3]1[CH:4]=[CH:5][C:6]([C:7]([NH:13][C:14]2[CH:31]=[CH:30][C:17]3[NH:18][C:19]([NH:21][C:22]4[CH:27]=[CH:26][CH:25]=[C:24]([O:28][CH3:29])[CH:23]=4)=[N:20][C:16]=3[CH:15]=2)=[O:9])=[CH:10][CH:11]=1. Reported procedure: Compound 429 was prepared from 4-dimethylaminobenzoate and 5-amino-2-(3-methoxyphenylamino)benzimidazole by standard conditions. [M+H]+ calcd for C23H23N5O2: 402.19; found: 401.96. The reactants are CCCC[N+](CCCC)(CCCC)CCCC, C1CCOC1, CCOC(C)=O, Cc1c(Cl)c(F)c(C(=O)NC2CCN(C(=O)OC(C)(C)C)CC2F)n1COCC[Si](C)(C)C, [F-]. The product is Cc1[nH]c(C(=O)NC2CCN(C(=O)OC(C)(C)C)CC2F)c(F)c1Cl. RXN SMILES: [CH2:35]([N+:36]([CH2:37][CH2:38][CH2:39][CH3:40])([CH2:41][CH2:42][CH2:43][CH3:44])[CH2:45][CH2:46][CH2:47][CH3:48])[CH2:49][CH2:50][CH3:51].[CH2:52]1[O:53][CH2:54][CH2:55][CH2:56]1.[CH3:57][CH2:58][O:59][C:60](=[O:61])[CH3:62].[Cl:1][c:2]1[c:3]([F:33])[c:4]([C:16](=[O:17])[NH:18][CH:19]2[CH:20]([F:32])[CH2:21][N:22]([C:25](=[O:26])[O:27][C:28]([CH3:29])([CH3:30])[CH3:31])[CH2:23][CH2:24]2)[n:5]([CH2:8][O:9][CH2:10][CH2:11][Si:12]([CH3:13])([CH3:14])[CH3:15])[c:6]1[CH3:7].[F-:34]>>[Cl:1][c:2]1[c:3]([F:33])[c:4]([C:16](=[O:17])[NH:18][CH:19]2[CH:20]([F:32])[CH2:21][N:22]([C:25](=[O:26])[O:27][C:28]([CH3:29])([CH3:30])[CH3:31])[CH2:23][CH2:24]2)[nH:5][c:6]1[CH3:7]. Reactants: C(=O)(C(F)(F)F)O (TFA), N[C@@H](C)C(=O)N[C@@H](C)C(=O)NCCCBr (Ala-Ala-NH(CH2)3—Br), CN1CCOCC1 (NMM), N([C@@H](C)C(=O)O)C(=O)OC(C)(C)C (Boc-Ala-OH), CN1CCOCC1 (NMM). The solvent is C1CCOC1 (THF), CCOC(=O)C (EtOAc), CN(C)C=O (DMF), C1CCOC1 (THF). The product is N([C@@H](C)C(=O)N[C@@H](C)C(=O)N[C@@H](C)C(=O)NCCCBr)C(=O)OC(C)(C)C (Boc-Ala-Ala-Ala-NH—(CH2)3—Br). RXN SMILES: [NH:1]([C:7]([O:9][C:10]([CH3:13])([CH3:12])[CH3:11])=[O:8])[C@H:2]([C:4]([OH:6])=O)[CH3:3].CN1CCOCC1.C(O)(C(F)(F)F)=O.[NH2:28][C@H:29]([C:31]([NH:33][C@H:34]([C:36]([NH:38][CH2:39][CH2:40][CH2:41][Br:42])=[O:37])[CH3:35])=[O:32])[CH3:30]>C1COCC1.CCOC(C)=O.CN(C=O)C>[NH:1]([C:7]([O:9][C:10]([CH3:13])([CH3:12])[CH3:11])=[O:8])[C@H:2]([C:4]([NH:28][C@H:29]([C:31]([NH:33][C@H:34]([C:36]([NH:38][CH2:39][CH2:40][CH2:41][Br:42])=[O:37])[CH3:35])=[O:32])[CH3:30])=[O:6])[CH3:3]. Procedure details: To a cold (−15° C.) solution of Boc-Ala-OH (118 mg, 0.63 mmol) and NMM (103 μl, 1.03 mmol) in THF (8 mL) was added ECF (61 μl, 0.64 mmol) and stirred vigorously. After 2 min. a solution of the TFA salt of Ala-Ala-NH(CH2)3—Br (270 mg, 0.69 mmol) in a mixture of THF:DMF (4 mL: 2 mL) was added to it followed by NMM (170 μL, 1.7 mmol) and stirred for further 30 minutes. The mixture was warmed to r.t. and stirred for 6 h. The solvent was removed under reduced pressure to give a residue which was dilu... The reactants are ClC=1C(=NC=CC1)NC1=CC=C(C=C1)[C@H]1CN(CCO1)C(=O)OC(C)(C)C ((S)-tert-Butyl 2-(4-(3-chloropyridin-2-ylamino)phenyl)morpholine-4-carboxylate), F[B-](F)(F)F.C1(CCCCC1)P(C1CCCCC1)C1CCCCC1 (tricyclohexylphosphine tetrafluoroborate), C1CCC2=NCCCN2CC1 (DBU). The reagents and catalysts are C(C)(=O)[O-].[Pd+2].C(C)(=O)[O-] (palladium(II)-acetate). Run in CC=1C=CC=CC1C (o-xylene), CC(=O)N(C)C (dimethylacetamide). Reaction conditions: temperature 155 celsius. Product: N1=CC=CC2=C1NC1=CC=C(C=C21)[C@H]2CN(CCO2)C(=O)OC(C)(C)C ((S)-tert-butyl 2-(9H-pyrido[2,3-b]indol-6-yl)morpholine-4-carboxylate). Isolated yield 51.9%. As a reaction SMILES: Cl[C:2]1[C:3]([NH:8][C:9]2[CH:14]=[CH:13][C:12]([C@@H:15]3[O:20][CH2:19][CH2:18][N:17]([C:21]([O:23][C:24]([CH3:27])([CH3:26])[CH3:25])=[O:22])[CH2:16]3)=[CH:11][CH:10]=2)=[N:4][CH:5]=[CH:6][CH:7]=1.F[B-](F)(F)F.C1(P(C2CCCCC2)C2CCCCC2)CCCCC1.C1CCN2C(=NCCC2)CC1>CC1C=CC=CC=1C.CC(N(C)C)=O.C([O-])(=O)C.[Pd+2].C([O-])(=O)C>[N:4]1[C:3]2[NH:8][C:9]3[C:14]([C:2]=2[CH:7]=[CH:6][CH:5]=1)=[CH:13][C:12]([C@@H:15]1[O:20][CH2:19][CH2:18][N:17]([C:21]([O:23][C:24]([CH3:27])([CH3:26])[CH3:25])=[O:22])[CH2:16]1)=[CH:11][CH:10]=3 |f:1.2,6.7.8|. Reported procedure: (S)-tert-Butyl 2-(4-(3-chloropyridin-2-ylamino)phenyl)morpholine-4-carboxylate (47 mg, 0.12 mmol), palladium(II)-acetate (2.7 mg, 0.012 mmol), tricyclohexylphosphine tetrafluoroborate (9 mg, 0.024 mmol) and DBU (37 mg, 0.24 mmol) were dissolved in a mixture of o-xylene (0.7 ml) and dimethylacetamide (0.7 ml). The mixture was degassed with argon for 5 min and heated at 155° C. for 16 h in a closed vial. After cooling, the reaction mixture was poured into water and extracted with ethyl acetate. Th... Starting materials: ClCCl, O=C(O)C(F)(F)F, CCCCC(CCO)Nc1nc(N)nc(C)c1CCCNC(=O)OC(C)(C)C. The product is CCCCC(CCO)Nc1nc(N)nc(C)c1CCCN. RXN SMILES: [Cl:36][CH2:37][Cl:38].[F:29][C:30]([F:31])([F:32])[C:33]([OH:34])=[O:35].[NH2:1][c:2]1[n:3][c:4]([CH3:28])[c:5]([CH2:17][CH2:18][CH2:19][NH:20][C:21](=[O:22])[O:23][C:24]([CH3:25])([CH3:26])[CH3:27])[c:6]([NH:8][CH:9]([CH2:10][CH2:11][OH:12])[CH2:13][CH2:14][CH2:15][CH3:16])[n:7]1>>[NH2:1][c:2]1[n:3][c:4]([CH3:28])[c:5]([CH2:17][CH2:18][CH2:19][NH2:20])[c:6]([NH:8][CH:9]([CH2:10][CH2:11][OH:12])[CH2:13][CH2:14][CH2:15][CH3:16])[n:7]1.